Dataset: the Open Reaction Database (ORD), a public repository of structured organic reaction records. Task: describe an organic reaction: reactants, conditions, products, and yield Reactants: CS(=O)(=O)O.CC1(OCC(O1)CO)C (2,2-dimethyl-4-(hydroxymethyl)-1,3-dioxolane methansulfonate), O (H2O), [H-].[Na+] (NaH), oil, OC1=CC=C(C=C1)C=1NC=C(N1)COC (2-(4-Hydroxyphenyl)-4-(methoxymethyl)imidazole). Run in CN(C)C=O (DMF), CN(C)C=O (DMF). Conditions: temperature 80 celsius, time 18 hour. Yields the product COCC=1N=C(NC1)C1=CC=C(OCC(CO)O)C=C1 (3-{p-(4-Methoxymethyl-2-imidazolyl)phenoxy}-1,2-propanediol). Isolated yield 18.5%. Reaction SMILES: [H-].[Na+].[OH:3][C:4]1[CH:9]=[CH:8][C:7]([C:10]2[NH:11][CH:12]=[C:13]([CH2:15][O:16][CH3:17])[N:14]=2)=[CH:6][CH:5]=1.CS(O)(=O)=O.CC1(C)[O:28][CH:27]([CH2:29]O)[CH2:26][O:25]1.O>CN(C=O)C>[CH3:17][O:16][CH2:15][C:13]1[N:14]=[C:10]([C:7]2[CH:6]=[CH:5][C:4]([O:3][CH2:29][CH:27]([OH:28])[CH2:26][OH:25])=[CH:9][CH:8]=2)[NH:11][CH:12]=1 |f:0.1,3.4|. Reported procedure: Under N2, a mixture of NaH (1.5 g, 0.037 mol), 60% oil dispersion), DMF (45 mol) and 89 (6.8 g, 0.033 mol) was heated at 80° C. for 30 minutes and then a solution of 2,2-dimethyl-4-(hydroxymethyl)-1,3-dioxolane methansulfonate (8.4 g, 0.04 mol) in DMF (25 ml) was added dropwise. After the addition, the mixture was heated at 120° C. with stirring for 18 hours. The mixture was then poured into H2O and the solution extracted with EtOAc (4×). The combined organic extracts were backwashed with H2O, 5...